From a dataset of the Open Reaction Database (ORD), a public repository of structured organic reaction records. describe an organic reaction: reactants, conditions, products, and yield Reactants: [Ni](Br)Br.COCCOC (nickel bromide•ethylene glycol dimethyl ether), C[Si](C=1C=CC(=NC1)C1=NC=C(C=C1)[Si](C)(C)C)(C)C (5,5′-bis(trimethylsilyl)-2,2′-bipyridine). Solvent: C(C)O (ethanol). Product: [Ni](Br)Br.C[Si](C=1C=CC(=NC1)C1=NC=C(C=C1)[Si](C)(C)C)(C)C (5,5′-bis(trimethylsilyl)-2,2′-bipyridine nickel dibromide). The yield is 42.3%. RXN SMILES: [Ni:1]([Br:3])[Br:2].COCCOC.[CH3:10][Si:11]([CH3:29])([CH3:28])[C:12]1[CH:13]=[CH:14][C:15]([C:18]2[CH:23]=[CH:22][C:21]([Si:24]([CH3:27])([CH3:26])[CH3:25])=[CH:20][N:19]=2)=[N:16][CH:17]=1>C(O)C>[Ni:1]([Br:3])[Br:2].[CH3:25][Si:24]([CH3:27])([CH3:26])[C:21]1[CH:22]=[CH:23][C:18]([C:15]2[CH:14]=[CH:13][C:12]([Si:11]([CH3:29])([CH3:28])[CH3:10])=[CH:17][N:16]=2)=[N:19][CH:20]=1 |f:0.1,4.5|. Reported procedure: To a glass reaction container equipped with a cooling apparatus, 2.5 g of nickel bromide•ethylene glycol dimethyl ether, 2.56 g of 5,5′-bis(trimethylsilyl)-2,2′-bipyridine and 14 mL of ethanol were added at room temperature under a nitrogen atmosphere. The obtained mixture was reacted at 65° C. for 2 hours to obtain a crude product. The obtained crude product was recrystallized using hexane and ethanol to obtain 1.78 g of 5,5′-bis(trimethylsilyl)-2,2′-bipyridine nickel dibromide. Procedure: Using General Procedure D, as described in Example 2, Step A, the title compound was prepared from (±)-trans-N-[2-(4-chlorophenyl)ethyl]-N-methylcyclopentane-1,2-diamine and 4-methylsulfonylbenzoic acid MS m/z 435 (M+1)+. Yields the product Cl.ClC1=CC=C(C=C1)CCN([C@H]1[C@@H](CCC1)NC(C1=CC=C(C=C1)S(=O)(=O)C)=O)C ((±)-trans-N-(2-{[2-(4-Chlorophenyl)ethyl]methylamino}-cyclopentyl)-4-methanesulfonylbenzamide hydrochloride). Reactants: ClC1=CC=C(C=C1)CCN([C@H]1[C@@H](CCC1)N)C ((±)-trans-N-[2-(4-chlorophenyl)ethyl]-N-methylcyclopentane-1,2-diamine), CS(=O)(=O)C1=CC=C(C(=O)O)C=C1 (4-methylsulfonylbenzoic acid). RXN SMILES: [Cl:1][C:2]1[CH:7]=[CH:6][C:5]([CH2:8][CH2:9][N:10]([CH3:17])[C@@H:11]2[CH2:15][CH2:14][CH2:13][C@H:12]2[NH2:16])=[CH:4][CH:3]=1.[CH3:18][S:19]([C:22]1[CH:30]=[CH:29][C:25]([C:26](O)=[O:27])=[CH:24][CH:23]=1)(=[O:21])=[O:20]>>[ClH:1].[Cl:1][C:2]1[CH:7]=[CH:6][C:5]([CH2:8][CH2:9][N:10]([CH3:17])[C@@H:11]2[CH2:15][CH2:14][CH2:13][C@H:12]2[NH:16][C:26](=[O:27])[C:25]2[CH:24]=[CH:23][C:22]([S:19]([CH3:18])(=[O:21])=[O:20])=[CH:30][CH:29]=2)=[CH:4][CH:3]=1 |f:2.3|. Solvent: C1(=CC=CC=C1)C (toluene), COCCOC (DME). The reactants are C(C)(C)(C)OC(=O)N1CC(C1)(C)OC=1C=CC2=C(N(C(CO2)=O)C(C)C(=O)OCC)C1 (3-[4-(1-ethoxycarbonyl-ethyl)-3-oxo-3,4-dihydro-2H-benzo[1,4]oxazin-6-yloxy]-3-methyl-azetidine-1-carboxylic acid tert-butyl ester), COC=1C=CC(=CC1)P2(=S)SP(=S)(S2)C=3C=CC(=CC3)OC (Lawesson reagent). Reported procedure: To a solution of 3-[4-(1-ethoxycarbonyl-ethyl)-3-oxo-3,4-dihydro-2H-benzo[1,4]oxazin-6-yloxy]-3-methyl-azetidine-1-carboxylic acid tert-butyl ester (0.250 g, 0.575 mmol) in toluene (5 mL) and DME (5 mL) was added Lawesson reagent (0.372 g, 0.920 mmol) and the mixture was heated to reflux for 4 h. The mixture was cooled to ambient temperature and concentrated in vacuo. The residue was purified by column chromatography on silica gel (eluting with 5% to 10% EtOAc in petroleum ether) to give 3-[4-(1... Yield: 36.7%. Product: C(C)(C)(C)OC(=O)N1CC(C1)(C)OC=1C=CC2=C(N(C(CO2)=S)C(C)C(=O)OCC)C1 (3-[4-(1-ethoxycarbonyl-ethyl)-3-thioxo-3,4-dihydro-2H-benzo[1,4]oxazin-6-yloxy]-3-methyl-azetidine-1-carboxylic acid tert-butyl ester). Reaction SMILES: [C:1]([O:5][C:6]([N:8]1[CH2:11][C:10]([O:13][C:14]2[CH:15]=[CH:16][C:17]3[O:22][CH2:21][C:20](=O)[N:19]([CH:24]([C:26]([O:28][CH2:29][CH3:30])=[O:27])[CH3:25])[C:18]=3[CH:31]=2)([CH3:12])[CH2:9]1)=[O:7])([CH3:4])([CH3:3])[CH3:2].COC1C=CC(P2(SP(C3C=CC(OC)=CC=3)(=S)S2)=[S:41])=CC=1>C1(C)C=CC=CC=1.COCCOC>[C:1]([O:5][C:6]([N:8]1[CH2:11][C:10]([O:13][C:14]2[CH:15]=[CH:16][C:17]3[O:22][CH2:21][C:20](=[S:41])[N:19]([CH:24]([C:26]([O:28][CH2:29][CH3:30])=[O:27])[CH3:25])[C:18]=3[CH:31]=2)([CH3:12])[CH2:9]1)=[O:7])([CH3:4])([CH3:3])[CH3:2]. Reactants: [Li]CCCC, CI, CCCCCC, C1CCOC1, O, c1cc(C2OCCO2)cs1. The product is Cc1sccc1C1OCCO1. Reaction SMILES: [CH2:11]([Li:12])[CH2:13][CH2:14][CH3:15].[CH3:16][I:17].[CH3:24][CH2:25][CH2:26][CH2:27][CH2:28][CH3:29].[O:19]1[CH2:20][CH2:21][CH2:22][CH2:23]1.[OH2:18].[s:1]1[cH:2][c:3]([CH:6]2[O:7][CH2:8][CH2:9][O:10]2)[cH:4][cH:5]1>>[s:1]1[c:2]([CH3:11])[c:3]([CH:6]2[O:7][CH2:8][CH2:9][O:10]2)[cH:4][cH:5]1. Starting materials: FC1=CC=CC(=C1C1=CC(=C(C=C1)N)[N+](=O)[O-])C(F)(F)F (6′-fluoro-3-nitro-2′-trifluoromethyl-biphenyl-4-yl-amine), [H-].[Na+] (NaH), C1(CCCCC1)C=CC(=O)Cl (3-cyclohexyl-acryloyl chloride), [Cl-].[NH4+] (ammonium chloride). Conditions: time 15 minute. Product: C1(CCCCC1)C=CC(=O)NC1=C(C=C(C=C1)C1=C(C=CC=C1F)C(F)(F)F)[N+](=O)[O-] (3-cyclohexyl-N-(6′-fluoro-3-nitro-2′-trifluoromethyl-biphenyl-4-yl)-acrylamide). RXN SMILES: [F:1][C:2]1[C:7]([C:8]2[CH:13]=[CH:12][C:11]([NH2:14])=[C:10]([N+:15]([O-:17])=[O:16])[CH:9]=2)=[C:6]([C:18]([F:21])([F:20])[F:19])[CH:5]=[CH:4][CH:3]=1.[H-].[Na+].[CH:24]1([CH:30]=[CH:31][C:32](Cl)=[O:33])[CH2:29][CH2:28][CH2:27][CH2:26][CH2:25]1.[Cl-].[NH4+]>CN(C=O)C>[CH:24]1([CH:30]=[CH:31][C:32]([NH:14][C:11]2[CH:12]=[CH:13][C:8]([C:7]3[C:2]([F:1])=[CH:3][CH:4]=[CH:5][C:6]=3[C:18]([F:19])([F:20])[F:21])=[CH:9][C:10]=2[N+:15]([O-:17])=[O:16])=[O:33])[CH2:29][CH2:28][CH2:27][CH2:26][CH2:25]1 |f:1.2,4.5|. Reported procedure: To a solution of 6′-fluoro-3-nitro-2′-trifluoromethyl-biphenyl-4-yl-amine (150 mg, 0.500 mmol, prepared as in STEP A above) in DMF (10 mL) was added 60% NaH (120 mg, 3 mmol) portion wise. The resulting mixture was stirred at room temperature for 15 min. and treated with 3-cyclohexyl-acryloyl chloride (172 mg, 1.00 mmol) in DMF (2 mL). The resulting mixture was stirred overnight and poured into saturated aqueous ammonium chloride solution (10 mL). The aqueous layer was extracted thrice with EtOAc... Run in CN(C)C=O (DMF), CN(C)C=O (DMF). Reactants: [BH3-]C#N, C[NH3+], CO, [Cl-], O=Cc1cc(-c2ccc(F)cc2)n(S(=O)(=O)c2ccc(C(F)(F)F)cc2)c1, [Na+]. Product: CNCc1cc(-c2ccc(F)cc2)n(S(=O)(=O)c2ccc(C(F)(F)F)cc2)c1. RXN SMILES: [C:31](#[N:32])[BH3-:33].[CH3:29][NH3+:30].[CH3:35][OH:36].[Cl-:28].[F:1][c:2]1[cH:3][cH:4][c:5](-[c:8]2[cH:9][c:10]([CH:26]=[O:27])[cH:11][n:12]2[S:13](=[O:14])(=[O:15])[c:16]2[cH:17][cH:18][c:19]([C:22]([F:23])([F:24])[F:25])[cH:20][cH:21]2)[cH:6][cH:7]1.[Na+:34]>>[F:1][c:2]1[cH:3][cH:4][c:5](-[c:8]2[cH:9][c:10]([CH2:26][NH:32][CH3:31])[cH:11][n:12]2[S:13](=[O:14])(=[O:15])[c:16]2[cH:17][cH:18][c:19]([C:22]([F:23])([F:24])[F:25])[cH:20][cH:21]2)[cH:6][cH:7]1.